This data is from the Open Reaction Database (ORD), a public repository of structured organic reaction records. The task is: describe an organic reaction: reactants, conditions, products, and yield Starting materials: C(C)(C)(C)C1=CC=C(N)C=C1 (4-tert-butylaniline), CCN(C(C)C)C(C)C (DIEA), C(C1=CC=C(C(=O)[O-])C=C1)(=O)OC (mono-Methyl terephthalate). Solvent: O=S(Cl)Cl (SOCl2). Reaction conditions: time 8 hour. The product is C(C)(C)(C)C1=CC=C(C=C1)NC(=O)C1=CC=C(C(=O)OC)C=C1 (Methyl 4-{[(4-tert-butylphenyl)amino]carbonyl}benzoate). As a reaction SMILES: [C:1]([O:12][CH3:13])(=[O:11])[C:2]1[CH:10]=[CH:9][C:5]([C:6]([O-:8])=O)=[CH:4][CH:3]=1.[C:14]([C:18]1[CH:24]=[CH:23][C:21]([NH2:22])=[CH:20][CH:19]=1)([CH3:17])([CH3:16])[CH3:15].CCN(C(C)C)C(C)C>O=S(Cl)Cl>[C:14]([C:18]1[CH:19]=[CH:20][C:21]([NH:22][C:6]([C:5]2[CH:4]=[CH:3][C:2]([C:1]([O:12][CH3:13])=[O:11])=[CH:10][CH:9]=2)=[O:8])=[CH:23][CH:24]=1)([CH3:17])([CH3:15])[CH3:16]. Reported procedure: mono-Methyl terephthalate (1.02 g, 5.67 mmol) was refluxed in SOCl2 (10 mL) for 1 hour, allowed to cool to room temperature, and concentrated under reduced pressure. The residue was taken up in tetrahydrofuran (30 mL) and treated with 4-tert-butylaniline (0.9 mL, 5.65 mmol) and DIEA (5 mL, 28.8 mmol) at room temperature. After stirring overnight, the mixture was concentrated under reduced pressure and the residue was taken up in ethyl acetate. The ethyl acetate was washed with H2O and brine, dri... Reactants: OC1(CCC(CC1)CCCCC)C1=CC(=CC(=C1)F)F ((1-hydroxy-4-pentylcyclohexyl)-3,5-difluorobenzene), 15E. The solvent is C1(=CC=CC=C1)C (toluene). Yields the product C(CCCC)C1CC=C(CC1)C1=CC(=CC(=C1)F)F ((4-pentyl-1-cyclohexenyl)-3,5-difluorobenzene). The yield is 56.7%. Reaction SMILES: O[C:2]1([C:13]2[CH:18]=[C:17]([F:19])[CH:16]=[C:15]([F:20])[CH:14]=2)[CH2:7][CH2:6][CH:5]([CH2:8][CH2:9][CH2:10][CH2:11][CH3:12])[CH2:4][CH2:3]1>C1(C)C=CC=CC=1>[CH2:8]([CH:5]1[CH2:6][CH2:7][C:2]([C:13]2[CH:14]=[C:15]([F:20])[CH:16]=[C:17]([F:19])[CH:18]=2)=[CH:3][CH2:4]1)[CH2:9][CH2:10][CH2:11][CH3:12]. Procedure details: Mixture of (1-hydroxy-4-pentylcyclohexyl)-3,5-difluorobenzene (300 mmol), the Amberlist 15E (4.0 g), and 1,000 ml of toluene was refluxed for 6 hours. After allowed to cool, the Amberlist 15E was filtered off, the solvent was distilled off, and the residue was purified by column chromatography (eluent: heptane) to give a (4-pentyl-1-cyclohexenyl)-3,5-difluorobenzene (170 mmol). Yields the product C(C)(C)(C)OC(=O)N[C@@H](C(=O)O)C1=CC=CC=C1 ((R)-tert-Butoxycarbonylamino-phenyl-acetic Acid), 26j. Procedure: To a 50 mL round-bottom flask charged with a solution of sodium bicarbonate (78.0 mg, 0.93 mmol) in 4.5 mL water was added 2-aminoethanethiol hydrochloride (56.6 mg, 0.50 mmol). To this stirring solution was added dropwise over 60 seconds a solution of 25j (114.8 mg, 0.45 mmol) in 4.5 mL CH2Cl2. The reaction was vigorously stirred for 25 minutes at room temperature, then extracted twice with fresh CH2Cl2. The combined CH2Cl2 extracts were washed once with 5% aqueous HCl, once with 10% aqueous so... Conditions: time 25 minute. Solvent: C(Cl)Cl (CH2Cl2), O (water). The reactants are C(C)(C)(C)OC(N[C@H](C1=CC=CC=C1)C(=O)F)=O ((R)-(Fluorocarbonyl-phenyl-methyl)carbamic Acid tert-butyl Ester), C([O-])(O)=O.[Na+] (sodium bicarbonate), Cl.NCCS (2-aminoethanethiol hydrochloride). Reaction SMILES: C(=O)(O)[O-:2].[Na+].Cl.NCCS.[C:11]([O:15][C:16](=[O:28])[NH:17][C@@H:18]([C:25](F)=[O:26])[C:19]1[CH:24]=[CH:23][CH:22]=[CH:21][CH:20]=1)([CH3:14])([CH3:13])[CH3:12]>O.C(Cl)Cl>[C:11]([O:15][C:16]([NH:17][C@H:18]([C:19]1[CH:24]=[CH:23][CH:22]=[CH:21][CH:20]=1)[C:25]([OH:2])=[O:26])=[O:28])([CH3:14])([CH3:13])[CH3:12] |f:0.1,2.3|.